This data is from the Open Reaction Database (ORD), a public repository of structured organic reaction records. The task is: describe an organic reaction: reactants, conditions, products, and yield Reactants: C1=C(C=C(C=C1C=O)Br)C=O (5-bromoisophthaldehyde), O1COC2=C1C=CC(=C2)B(O)O (benzo[d][1,3]dioxol-5-ylboronic acid), NCCCNCCCNC(OC(C)(C)C)=O (tert-butyl (3-((3-aminopropyl)amino)propyl)carbamate), Cl.O1COC2=C1C=CC(=C2)C=2C=C(C=C(C2)CNCCCNCCCN)CNCCCNCCCN (N1,N1′-((5-(benzo[d][1,3]dioxol-5-yl)-1,3-phenylene)bis(methylene))bis(N3-(3-aminopropyl)propane-1,3-diamine), hydrochloride salt). Product: [Cl-].O1COC2=C1C=CC(=C2)C=2C=C(C=C(C2)C[NH2+]CCC[NH2+]CCC[NH3+])C[NH2+]CCC[NH2+]CCC[NH3+].[Cl-].[Cl-].[Cl-].[Cl-].[Cl-] (N1,N1′-((5-(benzo[d][1,3]dioxol-5-yl)-1,3-phenylene)bis(methylene))bis(N3-(3-ammoniopropyl)propane-1,3-diaminium) chloride). RXN SMILES: C1C(C=O)=CC(Br)=CC=1C=O.O1C2C=CC(B(O)O)=CC=2OC1.NCCCNCCCNC(=O)OC(C)(C)C.[ClH:40].[O:41]1[C:45]2[CH:46]=[CH:47][C:48]([C:50]3[CH:51]=[C:52]([CH2:66][NH:67][CH2:68][CH2:69][CH2:70][NH:71][CH2:72][CH2:73][CH2:74][NH2:75])[CH:53]=[C:54]([CH2:56][NH:57][CH2:58][CH2:59][CH2:60][NH:61][CH2:62][CH2:63][CH2:64][NH2:65])[CH:55]=3)=[CH:49][C:44]=2[O:43][CH2:42]1>>[Cl-:40].[O:41]1[C:45]2[CH:46]=[CH:47][C:48]([C:50]3[CH:55]=[C:54]([CH2:56][NH2+:57][CH2:58][CH2:59][CH2:60][NH2+:61][CH2:62][CH2:63][CH2:64][NH3+:65])[CH:53]=[C:52]([CH2:66][NH2+:67][CH2:68][CH2:69][CH2:70][NH2+:71][CH2:72][CH2:73][CH2:74][NH3+:75])[CH:51]=3)=[CH:49][C:44]=2[O:43][CH2:42]1.[Cl-:40].[Cl-:40].[Cl-:40].[Cl-:40].[Cl-:40] |f:3.4,5.6.7.8.9.10.11|. Procedure details: Example 46 was prepared in a similar fashion to Example 45 (CZ-58) from 5-bromoisophthaldehyde, benzo[d][1,3]dioxol-5-ylboronic acid, and tert-butyl (3-((3-aminopropyl)amino)propyl)carbamate. N1,N1′-((5-(benzo[d][1,3]dioxol-5-yl)-1,3-phenylene)bis(methylene))bis(N3-(3-aminopropyl)propane-1,3-diamine), hydrochloride salt: 1H NMR (500 MHz, D2O) δ 7.72 (s, 2H), 7.49 (s, 1H), 7.15 (s, 2H), 6.93 (d, J=8.5 Hz, 1H), 5.95 (s, 2H), 4.30 (s, 4H), 3.21-3.12 (m, 8H), 3.05 (t, J=8.0 Hz, 4H), 2.17-2.02 (m, 8H... Starting materials: C(\C=C\C(=O)O)(=O)O.NCCO\N=C/1\C([C@@]2([C@H](C[C@H]3[C@@H]4CC[C@@H]([C@@]4(C)CC[C@@H]3[C@]2(CC1)C)O)O)O)(C)C ((E)-3-(2-Aminoethoxyimino)-4,4-dimethylandrostane-5α,6α,17β-triol fumarate), C1CC(=O)N(C1=O)Br (NBS), C1CCOC1 (THF). Run in O1CCOCC1 (dioxane), O (water), [Cl-].[Na+].O (brine). Run at time 10 minute. Product: C(\C=C\C(=O)O)(=O)O.NCCO\N=C/1\C([C@@]2([C@H](C[C@H]3[C@@H]4CCC([C@@]4(C)CC[C@@H]3[C@]2(CC1)C)=O)O)O)(C)C ((E)-3-(2-Aminoethoxyimino)-5α,6α-dihydroxy-4,4-dimethylandrostan-17-one fumarate). Isolated yield 53.4%. Reaction SMILES: [C:1]([OH:8])(=[O:7])/[CH:2]=[CH:3]/[C:4]([OH:6])=[O:5].[NH2:9][CH2:10][CH2:11][O:12]/[N:13]=[C:14]1/[C:15]([CH3:37])([CH3:36])[C@@:16]2([OH:35])[C@:29]([CH3:32])([CH2:30][CH2:31]/1)[C@@H:28]1[C@H:19]([C@H:20]3[C@@:24]([CH2:26][CH2:27]1)([CH3:25])[C@@H:23]([OH:33])[CH2:22][CH2:21]3)[CH2:18][C@@H:17]2[OH:34].C1C(=O)N(Br)C(=O)C1.C1COCC1>O1CCOCC1.O.[Cl-].[Na+].O>[C:1]([OH:8])(=[O:7])/[CH:2]=[CH:3]/[C:4]([OH:6])=[O:5].[NH2:9][CH2:10][CH2:11][O:12]/[N:13]=[C:14]1/[C:15]([CH3:37])([CH3:36])[C@@:16]2([OH:35])[C@:29]([CH3:32])([CH2:30][CH2:31]/1)[C@@H:28]1[C@H:19]([C@H:20]3[C@@:24]([CH2:26][CH2:27]1)([CH3:25])[C:23](=[O:33])[CH2:22][CH2:21]3)[CH2:18][C@@H:17]2[OH:34] |f:0.1,6.7.8,9.10|. Procedure: To a stirred solution of (E)-3-(2-aminoethoxyimino)-4,4-dimethylandrostane-5α,6α,17β-triol (Example 16, 109 mg) in dioxane (3.5 ml) and water (0.4 ml), NBS (112 mg) was added. After 5 h THF (15 ml) and brine (20 ml) were added and the mixture stirred for 10 min. The phases were separated and the aqueous phase was extracted with THF. The combined organic extracts were washed with aqueous NaHSO3, brine, dried over MgSO4, filtered and evaporated to dryness. The crude product was purified by flash c... Starting materials: CN(C)C=O, O=C1CCC(=O)N1Cl, Cc1cccc(C(=O)O)c1N. Product: Cc1cc(Cl)cc(C(=O)O)c1N. Reaction SMILES: [CH3:20][N:21]([CH3:22])[CH:23]=[O:24].[Cl:12][N:13]1[C:14](=[O:15])[CH2:16][CH2:17][C:18]1=[O:19].[NH2:1][c:2]1[c:3]([C:4](=[O:5])[OH:6])[cH:7][cH:8][cH:9][c:10]1[CH3:11]>>[NH2:1][c:2]1[c:3]([C:4](=[O:5])[OH:6])[cH:7][c:8]([Cl:12])[cH:9][c:10]1[CH3:11]. Reactants: C(C)(=O)O (acetic acid), NC1=CC(NC=C1)=O (4-aminopyridin-2(1H)-one), OCCOC1=CC=C(C=O)C=C1 (4-(2-hydroxyethoxy)benzaldehyde), C(#N)CC(N)=S (2-cyanoethanethioamide). Solvent: CC(C)O (2-propanol). Product: OCCOC1=CC=C(C=C1)C1=C(C(=NC=2C=CNC(C12)=O)S)C#N (4-[4-(2-Hydroxyethoxy)phenyl]-2-mercapto-5-oxo-5,6-dihydro-1,6-naphthyridine-3-carbonitrile). RXN SMILES: [NH2:1][C:2]1[CH:7]=[CH:6][NH:5][C:4](=[O:8])[CH:3]=1.[OH:9][CH2:10][CH2:11][O:12][C:13]1[CH:20]=[CH:19][C:16]([CH:17]=O)=[CH:15][CH:14]=1.[C:21]([CH2:23][C:24](=[S:26])N)#[N:22].C(O)(=O)C>CC(O)C>[OH:9][CH2:10][CH2:11][O:12][C:13]1[CH:20]=[CH:19][C:16]([C:17]2[C:3]3[C:4](=[O:8])[NH:5][CH:6]=[CH:7][C:2]=3[N:1]=[C:24]([SH:26])[C:23]=2[C:21]#[N:22])=[CH:15][CH:14]=1. Procedure details: 1 g (9.08 mmol) of 4-aminopyridin-2(1H)-one [Searls, T., McLaughlin, L. W., Tetrahedron 55, 11985-11996 (1999)], 1.509 g (9.08 mmol) of 4-(2-hydroxyethoxy)benzaldehyde and 0.909 g (9.08 mmol) of 2-cyanoethanethioamide were initially charged in 50 ml of 2-propanol, 0.78 ml (13.62 mmol) of acetic acid was added and the mixture was stirred at reflux overnight. Starting materials: COC(C(=O)OC)CC (methyl 2-methoxybutanoate), O.[OH-].[Li+] (lithium hydroxide monohydrate). Run in CO (methanol), O (water). Reaction conditions: time 8 hour. Yields the product COC(C(=O)[O-])CC.[Li+] (Lithium 2-methoxybutanoate). RXN SMILES: [CH3:1][O:2][CH:3]([CH2:8][CH3:9])[C:4]([O:6]C)=[O:5].O.[OH-].[Li+:12]>CO.O>[CH3:1][O:2][CH:3]([CH2:8][CH3:9])[C:4]([O-:6])=[O:5].[Li+:12] |f:1.2.3,6.7|. Procedure details: In a 15-mL RBF was dissolved methyl 2-methoxybutanoate (0.027 g, 0.20 mmol) in methanol (0.75 mL). A solution of lithium hydroxide monohydrate (0.0086 g, 0.20 mmol) in water (0.75 mL) was added, and the mixture was stirred overnight. The mixture was concentrated to afford the title compound.